This data is from the Open Reaction Database (ORD), a public repository of structured organic reaction records. The task is: describe an organic reaction: reactants, conditions, products, and yield The reactants are N#CC(C(=O)Nc1ccccc1)C(=O)c1nn(-c2ccccc2)c2c1Cc1c(C(=O)O)cccc1-2, O=C([O-])[O-], CCI, CO, CN(C)C=O, ClCCl, [K+], [K+], O. Product: CCOC(=O)c1cccc2c1Cc1c(C(=O)C(C#N)C(=O)Nc3ccccc3)nn(-c3ccccc3)c1-2. Reaction SMILES: [C:1](=[O:2])([OH:3])[c:4]1[c:5]2[c:32]([cH:33][cH:34][cH:35]1)-[c:8]1[c:7]([c:11]([C:12]([CH:13]([C:14](=[O:15])[NH:16][c:17]3[cH:18][cH:19][cH:20][cH:21][cH:22]3)[C:23]#[N:24])=[O:25])[n:10][n:9]1-[c:26]1[cH:27][cH:28][cH:29][cH:30][cH:31]1)[CH2:6]2.[C:39](=[O:40])([O-:41])[O-:42].[CH2:36]([CH3:37])[I:38].[CH3:48][OH:49].[CH3:50][N:51]([CH3:52])[CH:53]=[O:54].[Cl:45][CH2:46][Cl:47].[K+:43].[K+:44].[OH2:55]>>[C:1](=[O:2])([O:3][CH2:36][CH3:37])[c:4]1[c:5]2[c:32]([cH:33][cH:34][cH:35]1)-[c:8]1[c:7]([c:11]([C:12]([CH:13]([C:14](=[O:15])[NH:16][c:17]3[cH:18][cH:19][cH:20][cH:21][cH:22]3)[C:23]#[N:24])=[O:25])[n:10][n:9]1-[c:26]1[cH:27][cH:28][cH:29][cH:30][cH:31]1)[CH2:6]2. The reactants are O[C@H]1C[C@@H]2N(CCN(C2)C2=NC=C(C=N2)F)C1 ((7S,8aS)-7-hydroxy-2-(5-fluoropyrimidin -2-yl)-1,2,3,4,6,7,8,8a-octahydro-pyrrolo[1,2-a]-pyrazine), [H-].[Na+] (sodium hydride), C(#N)C=1C=C(CBr)C=CC1 (3-cyanobenzyl bromide). The reagents and catalysts are [I-].C(CCC)[N+](CCCC)(CCCC)CCCC (tetra-n-butylammonium iodide). The solvent is C1CCOC1 (THF). Conditions: temperature 50 celsius, time 16 hour. The product is C(#N)C=1C=C(CO[C@H]2C[C@@H]3N(CCN(C3)C3=NC=C(C=N3)F)C2)C=CC1 ((7S,8aS)-7-(3 -Cyanobenzyl)oxy-2-(5-fluoropyrimidin-2-yl)-1,2,3,4,6,7,8,8a-octahydro-pyrrolo[1,2-a]pyrazine). Yield: 12.5%. RXN SMILES: [OH:1][C@@H:2]1[CH2:17][N:5]2[CH2:6][CH2:7][N:8]([C:10]3[N:15]=[CH:14][C:13]([F:16])=[CH:12][N:11]=3)[CH2:9][C@@H:4]2[CH2:3]1.[H-].[Na+].[C:20]([C:22]1[CH:23]=[C:24]([CH:27]=[CH:28][CH:29]=1)[CH2:25]Br)#[N:21]>C1COCC1.[I-].C([N+](CCCC)(CCCC)CCCC)CCC>[C:20]([C:22]1[CH:23]=[C:24]([CH:27]=[CH:28][CH:29]=1)[CH2:25][O:1][C@@H:2]1[CH2:17][N:5]2[CH2:6][CH2:7][N:8]([C:10]3[N:11]=[CH:12][C:13]([F:16])=[CH:14][N:15]=3)[CH2:9][C@@H:4]2[CH2:3]1)#[N:21] |f:1.2,5.6|. Procedure details: A solution of 0.60 g (2.5 mmol) of (7S,8aS)-7-hydroxy-2-(5-fluoropyrimidin -2-yl)-1,2,3,4,6,7,8,8a-octahydro-pyrrolo[1,2-a]-pyrazine (Preparation 15) in 30 mL of THF was treated with 0.41 g (10 mmol) of sodium hydride (60% oil dispersion), followed by 0.75 g (3.8 mmol) of 3-cyanobenzyl bromide and 30 mg (0.1 mmol) of tetra-n-butylammonium iodide. The mixture was stirred 50° C. for 16 h, cooled to room temperature, the solvent was evaporated, and the residue partitioned between ethyl acetate and ... Reactants: ClC=1C=NC=C(C1NC(=O)C1=CC=C(C=2OC3=C(C21)C=CC=C3)OCC3CC3)Cl (N-(3,5-dichloropyrid-4-yl)-4-cyclopropylmethoxy-dibenzo[b,d]furan-1-carboxamide), ClC1=CC(=CC=C1)C(=O)OO (m-chloroperbenzoic acid). Run in C(Cl)(Cl)Cl (chloroform). Conditions: time 12 hour. The product is ClC=1C=NC=C(C1[NH+](C(=O)C1=CC=C(C=2OC3=C(C21)C=CC=C3)OCC3CC3)[O-])Cl (N-(3,5-dichloropyrid-4-yl)-4-cyclopropylmethoxy-dibenzo[b,d]furan-1-carboxamide-N1-oxide). Isolated yield 48.2%. Reaction SMILES: [Cl:1][C:2]1[CH:3]=[N:4][CH:5]=[C:6]([Cl:29])[C:7]=1[NH:8][C:9]([C:11]1[C:19]2[C:18]3[CH:20]=[CH:21][CH:22]=[CH:23][C:17]=3[O:16][C:15]=2[C:14]([O:24][CH2:25][CH:26]2[CH2:28][CH2:27]2)=[CH:13][CH:12]=1)=[O:10].ClC1C=CC=C(C(OO)=[O:38])C=1>C(Cl)(Cl)Cl>[Cl:29][C:6]1[CH:5]=[N:4][CH:3]=[C:2]([Cl:1])[C:7]=1[NH+:8]([O-:38])[C:9]([C:11]1[C:19]2[C:18]3[CH:20]=[CH:21][CH:22]=[CH:23][C:17]=3[O:16][C:15]=2[C:14]([O:24][CH2:25][CH:26]2[CH2:27][CH2:28]2)=[CH:13][CH:12]=1)=[O:10]. Procedure details: A suspension of N-(3,5-dichloropyrid-4-yl)-4-cyclopropylmethoxy-dibenzo[b,d]furan-1-carboxamide (370 mg, 0.936 mmol) (example 26) and m-chloroperbenzoic acid (50-55%) (1.0 gm, 4.68 mmol) in chloroform (20 ml) was stirred at room temperature for 12 h. The reaction contents were washed with saturated sodium bicarbonate and water. The organic solvent was distilled of in vacuo and the residue was purified by column chromatography using 30% acetone-chloroform as the eluent to give 200 mg of N-(3,5-di... Reactants: C(C)(C)(C)C=1N=C(C2=C(N1)N(N=N2)CC)N2CC(CC2)(F)F (5-tert-Butyl-7-(3,3-difluoro-pyrrolidin-1-yl)-3-ethyl-3H-[1,2,3]triazolo[4,5-d]pyrimidine), C(C)(C)(C)C=1N=C(C2=C(N1)NN=N2)N2CC(CC2)(F)F (5-tert-butyl-7-(3,3-difluoropyrrolidin-1-yl)-3H-[1,2,3]triazolo [4,5-d]pyrimidine), ClCC1=NC(=NN1C)C (5-(chloromethyl)-1,3-dimethyl-1H-1,2,4-triazole). Yields the product C(C)(C)(C)C=1N=C(C2=C(N1)N(N=N2)CC=2N(N=C(N2)C)C)N2CC(CC2)(F)F (5-tert-Butyl-7-(3,3-difluoro-pyrrolidin-1-yl)-3-(2,5-dimethyl-2H-[1,2,4]triazol-3-ylmethyl)-3H-[1,2,3]triazolo[4,5-d]pyrimidine). Reaction SMILES: [C:1]([C:5]1[N:6]=[C:7]([N:16]2[CH2:20][CH2:19][C:18]([F:22])([F:21])[CH2:17]2)[C:8]2[N:13]=[N:12][N:11]([CH2:14][CH3:15])[C:9]=2[N:10]=1)([CH3:4])([CH3:3])[CH3:2].C(C1N=C(N2CCC(F)(F)C2)C2N=NNC=2N=1)(C)(C)C.ClC[C:45]1[N:49](C)[N:48]=[C:47]([CH3:51])[N:46]=1>>[C:1]([C:5]1[N:6]=[C:7]([N:16]2[CH2:20][CH2:19][C:18]([F:21])([F:22])[CH2:17]2)[C:8]2[N:13]=[N:12][N:11]([CH2:14][C:15]3[N:49]([CH3:45])[N:48]=[C:47]([CH3:51])[N:46]=3)[C:9]=2[N:10]=1)([CH3:2])([CH3:3])[CH3:4]. Reported procedure: In analogy to the procedure described for the synthesis of 5-tert-butyl-7-(3,3-difluoropyrrolidin-1-yl)-3-ethyl-3H-[1,2,3]triazolo[4,5-d]pyrimidine (example 61), the title compound was prepared from 5-tert-butyl-7-(3,3-difluoropyrrolidin-1-yl)-3H-[1,2,3]triazolo [4,5-d]pyrimidine and 5-(chloromethyl)-1,3-dimethyl-1H-1,2,4-triazole and isolated as light-yellow gum. MS (m/e): 392.3 (MH+). The reactants are ClC(=O)OCC1=CC=CC=C1 (benzyl chloroformate), C(C)NCC1=C(C=CC(=C1)S(=O)(=O)C)O (2-ethylaminomethyl-4-methanesulfonyl-phenol), C(C)(C)NC(C)C (diisopropylamine), ClC(=O)OCC1=CC=CC=C1 (benzyl chloroformate). The solvent is C(Cl)Cl (CH2Cl2). The product is C(C1=CC=CC=C1)OC(N(CC1=C(C=CC(=C1)S(=O)(=O)C)O)CC)=O (Ethyl-(2-hydroxy-5-methanesulfonyl-benzyl)-carbamic acid benzyl ester). Reaction SMILES: [CH2:1]([NH:3][CH2:4][C:5]1[CH:10]=[C:9]([S:11]([CH3:14])(=[O:13])=[O:12])[CH:8]=[CH:7][C:6]=1[OH:15])[CH3:2].C(NC(C)C)(C)C.Cl[C:24]([O:26][CH2:27][C:28]1[CH:33]=[CH:32][CH:31]=[CH:30][CH:29]=1)=[O:25]>C(Cl)Cl>[CH2:27]([O:26][C:24](=[O:25])[N:3]([CH2:1][CH3:2])[CH2:4][C:5]1[CH:10]=[C:9]([S:11]([CH3:14])(=[O:13])=[O:12])[CH:8]=[CH:7][C:6]=1[OH:15])[C:28]1[CH:33]=[CH:32][CH:31]=[CH:30][CH:29]=1. Procedure details: To 2-ethylaminomethyl-4-methanesulfonyl-phenol (0.229 g, 1.0 mmol) and diisopropylamine (0.94 mL, 2.5 mmol) in CH2Cl2 (10 mL) was added benzyl chloroformate (0.16 mL, 1.1 mmol). Some over-acylation product was observed, so additional benzyl chloroformate (0.21 mL) was added to convert all of the product to the diacylated product. After aqueous work-up, the organic layer was concentrated, and the residue was dissolved in MeOH (10 mL) and treated with 1N aqueous LiOH (4 mL). Once the hydrolysis wa... The reactants are C[O-], CC(=O)O, CO, CCOC(=O)CCC(CCCCNS(=O)(=O)c1ccc(Cl)cc1)CCCc1cccnc1, [Na+]. Yields the product COC(=O)CCC(CCCCNS(=O)(=O)c1ccc(Cl)cc1)CCCc1cccnc1. As a reaction SMILES: [CH3:1][O-:2].[CH3:36][C:37](=[O:38])[OH:39].[CH3:40][OH:41].[Cl:4][c:5]1[cH:6][cH:7][c:8]([S:11](=[O:12])(=[O:13])[NH:14][CH2:15][CH2:16][CH2:17][CH2:18][CH:19]([CH2:20][CH2:21][C:22](=[O:23])[O:24][CH2:25][CH3:26])[CH2:27][CH2:28][CH2:29][c:30]2[cH:31][n:32][cH:33][cH:34][cH:35]2)[cH:9][cH:10]1.[Na+:3]>>[Cl:4][c:5]1[cH:6][cH:7][c:8]([S:11](=[O:12])(=[O:13])[NH:14][CH2:15][CH2:16][CH2:17][CH2:18][CH:19]([CH2:20][CH2:21][C:22](=[O:23])[O:24][CH3:25])[CH2:27][CH2:28][CH2:29][c:30]2[cH:31][n:32][cH:33][cH:34][cH:35]2)[cH:9][cH:10]1.